This data is from the Open Reaction Database (ORD), a public repository of structured organic reaction records. The task is: describe an organic reaction: reactants, conditions, products, and yield RXN SMILES: [C:1]([O:5][C:6](=[O:65])[C@@H:7]([NH:13][C:14](=[O:64])[CH2:15][CH2:16][C@@H:17]([C:57]([O:59][C:60]([CH3:63])([CH3:62])[CH3:61])=[O:58])[NH:18][C:19](=[O:56])[CH2:20][CH2:21][C@@H:22]([C:49]([O:51][C:52]([CH3:55])([CH3:54])[CH3:53])=[O:50])[NH:23][C:24](=[O:48])[CH2:25][CH2:26][CH2:27][CH2:28][CH2:29][CH2:30][CH2:31][CH2:32][CH2:33][CH2:34][CH2:35][CH2:36][CH2:37][CH2:38][CH2:39][CH2:40][C:41]([O:43][C:44]([CH3:47])([CH3:46])[CH3:45])=[O:42])[CH2:8][CH2:9][C:10]([OH:12])=[O:11])([CH3:4])([CH3:3])[CH3:2].[B-](F)(F)(F)F.CN(C(O[N:79]1[C:84](=[O:85])[CH2:83][CH2:82][C:80]1=[O:81])=[N+](C)C)C>>[O:81]=[C:80]1[CH2:82][CH2:83][C:84](=[O:85])[N:79]1[O:11][C:10](=[O:12])[CH2:9][CH2:8][C@H:7]([NH:13][C:14](=[O:64])[CH2:15][CH2:16][C@@H:17]([C:57]([O:59][C:60]([CH3:63])([CH3:62])[CH3:61])=[O:58])[NH:18][C:19](=[O:56])[CH2:20][CH2:21][C@@H:22]([C:49]([O:51][C:52]([CH3:53])([CH3:55])[CH3:54])=[O:50])[NH:23][C:24](=[O:48])[CH2:25][CH2:26][CH2:27][CH2:28][CH2:29][CH2:30][CH2:31][CH2:32][CH2:33][CH2:34][CH2:35][CH2:36][CH2:37][CH2:38][CH2:39][CH2:40][C:41]([O:43][C:44]([CH3:45])([CH3:46])[CH3:47])=[O:42])[C:6]([O:5][C:1]([CH3:2])([CH3:3])[CH3:4])=[O:65] |f:1.2|. Procedure: (S)-2-{(S)-4-tert-Butoxycarbonyl-4-[(S)-4-tert-butoxycarbonyl-4-(17-tert-butoxycarbonylheptadecanoylamino)butyrylamino]butyrylamino}pentanedioic acid 1-tert-butyl ester (2.8 g, 3.02 mmol) was activated with TSTU (1.0 g, 3.325 mmol) using the same method as described above, giving crude (S)-2-{(S)-4-tert-butoxycarbonyl-4-[(S)-4-tert-butoxycarbonyl-4-(17-tert-butoxycarbonylheptadecanoylamino)butyrylamino]butyrylamino}-pentanedioic acid 1-tert-butyl ester 5-(2,5-dioxopyrrolidin-1-yl)ester. LCMS (el... Yields the product O=C1N(C(CC1)=O)OC(CC[C@@H](C(=O)OC(C)(C)C)NC(CC[C@H](NC(CC[C@H](NC(CCCCCCCCCCCCCCCCC(=O)OC(C)(C)C)=O)C(=O)OC(C)(C)C)=O)C(=O)OC(C)(C)C)=O)=O ((S)-2-{(S)-4-tert-butoxycarbonyl-4-[(S)-4-tert-butoxycarbonyl-4-(17-tert-butoxycarbonylheptadecanoylamino)butyrylamino]butyrylamino}-pentanedioic acid 1-tert-butyl ester 5-(2,5-dioxopyrrolidin-1-yl)ester). Reactants: C(C)(C)(C)OC([C@H](CCC(=O)O)NC(CC[C@H](NC(CC[C@H](NC(CCCCCCCCCCCCCCCCC(=O)OC(C)(C)C)=O)C(=O)OC(C)(C)C)=O)C(=O)OC(C)(C)C)=O)=O ((S)-2-{(S)-4-tert-Butoxycarbonyl-4-[(S)-4-tert-butoxycarbonyl-4-(17-tert-butoxycarbonylheptadecanoylamino)butyrylamino]butyrylamino}pentanedioic acid 1-tert-butyl ester), [B-](F)(F)(F)F.CN(C)C(=[N+](C)C)ON1C(=O)CCC1=O (TSTU). Reactants: C(C)(=O)OCC (Ethyl acetate), FC(C1=CC=C(C=C1)O)(F)F (4-Trifluoromethylphenol), C(C)OC(C(Br)C1=CC(=CC=C1)C(F)(F)F)=O (α-Bromo-(3-trifluoromethyl-phenyl)-acetic acid ethyl ester), C([O-])([O-])=O.[K+].[K+] (potassium carbonate). The solvent is [Cl-].[Na+].O (brine), CN(C=O)C (dimethylformamide). Yields the product C(C)OC(C(C1=CC(=CC=C1)C(F)(F)F)OC1=CC=C(C=C1)C(F)(F)F)=O ((4-trifluoromethyl-phenoxy)-(3-trifluoromethyl-phenyl)-acetic acid ethyl ester). RXN SMILES: [F:1][C:2]([F:11])([F:10])[C:3]1[CH:8]=[CH:7][C:6]([OH:9])=[CH:5][CH:4]=1.[CH2:12]([O:14][C:15](=[O:28])[CH:16]([C:18]1[CH:23]=[CH:22][CH:21]=[C:20]([C:24]([F:27])([F:26])[F:25])[CH:19]=1)Br)[CH3:13].C(=O)([O-])[O-].[K+].[K+].C(OCC)(=O)C>CN(C)C=O.[Cl-].[Na+].O>[CH2:12]([O:14][C:15](=[O:28])[CH:16]([O:9][C:6]1[CH:5]=[CH:4][C:3]([C:2]([F:10])([F:11])[F:1])=[CH:8][CH:7]=1)[C:18]1[CH:23]=[CH:22][CH:21]=[C:20]([C:24]([F:26])([F:27])[F:25])[CH:19]=1)[CH3:13] |f:2.3.4,7.8.9|. Procedure details: 4-Trifluoromethylphenol (43.8 g, 0.27 mol), bromo-(3-trifluoromethyl-phenyl)-acetic acid ethyl ester 79 (70 g, 0.225 mol) and potassium carbonate (56 g, 0.405 mol) were stirred in dimethylformamide (200 mL) for 16 hours. Ethyl acetate and brine were added and the organic phase was dried and concentrated. The residue was chromatographed to afford (4-trifluoromethyl-phenoxy)-(3-trifluoromethyl-phenyl)-acetic acid ethyl ester, 80, as an oil. This material was dissolved in tetrahydrofuran/methanol (... Reactants: [Br-], CON(C)C(=O)C(C)NC(=O)OC(C)(C)C, Fc1ccc([Mg+])cc1, C1CCOC1, C1CCOC1. Yields the product CC(NC(=O)OC(C)(C)C)C(=O)c1ccc(F)cc1. RXN SMILES: [Br-:22].[CH3:1][O:2][N:3]([C:4]([CH:5]([CH3:6])[NH:7][C:8]([O:9][C:10]([CH3:11])([CH3:12])[CH3:13])=[O:14])=[O:15])[CH3:16].[F:23][c:24]1[cH:25][cH:26][c:27]([Mg+:30])[cH:28][cH:29]1.[O:17]1[CH2:18][CH2:19][CH2:20][CH2:21]1.[O:31]1[CH2:32][CH2:33][CH2:34][CH2:35]1>>[C:4]([CH:5]([CH3:6])[NH:7][C:8]([O:9][C:10]([CH3:11])([CH3:12])[CH3:13])=[O:14])(=[O:15])[c:27]1[cH:26][cH:25][c:24]([F:23])[cH:29][cH:28]1. The reactants are C(OC)COC (dimethoxyethane), IC1=C(C=CC=C1)S(=O)(=O)N(C1=NC=C(N=C1OC)C)C(=O)OCC(C)C (2-iodo- N-(isobutoxycarbonyl)- N-(3-methoxy-5-methylpyrazin-2-yl) benzenesulphonamide), [Si](C)(C)(C(C)(C)C)OC1=CC=C(C=C1)B(O)O (4-(t-butyldimethylsilyloxy)benzeneboronic acid), C([O-])([O-])=O.[Na+].[Na+] (sodium carbonate). The reagents and catalysts are C1=CC=C(C=C1)P(C2=CC=CC=C2)C3=CC=CC=C3.C1=CC=C(C=C1)P(C2=CC=CC=C2)C3=CC=CC=C3.C1=CC=C(C=C1)P(C2=CC=CC=C2)C3=CC=CC=C3.C1=CC=C(C=C1)P(C2=CC=CC=C2)C3=CC=CC=C3.[Pd] (tetrakis(triphenylphosphine)palladium(O)). The solvent is O (water), O (water). Product: OC1=CC=C(C=C1)C=1C(=CC=CC1)S(=O)(=O)N(C1=NC=C(N=C1OC)C)C(=O)OCC(C)C (4'-hydroxy- N-(isobutoxycarbonyl)- N-(3-methoxy-5-methylpyrazin-2-yl)-2-biphenylsulphonamide). Yield: 45.5%. RXN SMILES: I[C:2]1[CH:7]=[CH:6][CH:5]=[CH:4][C:3]=1[S:8]([N:11]([C:21]([O:23][CH2:24][CH:25]([CH3:27])[CH3:26])=[O:22])[C:12]1[C:17]([O:18][CH3:19])=[N:16][C:15]([CH3:20])=[CH:14][N:13]=1)(=[O:10])=[O:9].[Si]([O:35][C:36]1[CH:41]=[CH:40][C:39](B(O)O)=[CH:38][CH:37]=1)(C(C)(C)C)(C)C.C(=O)([O-])[O-].[Na+].[Na+].C(COC)OC>O.C1C=CC(P(C2C=CC=CC=2)C2C=CC=CC=2)=CC=1.C1C=CC(P(C2C=CC=CC=2)C2C=CC=CC=2)=CC=1.C1C=CC(P(C2C=CC=CC=2)C2C=CC=CC=2)=CC=1.C1C=CC(P(C2C=CC=CC=2)C2C=CC=CC=2)=CC=1.[Pd]>[OH:35][C:36]1[CH:41]=[CH:40][C:39]([C:2]2[C:3]([S:8]([N:11]([C:21]([O:23][CH2:24][CH:25]([CH3:27])[CH3:26])=[O:22])[C:12]3[C:17]([O:18][CH3:19])=[N:16][C:15]([CH3:20])=[CH:14][N:13]=3)(=[O:10])=[O:9])=[CH:4][CH:5]=[CH:6][CH:7]=2)=[CH:38][CH:37]=1 |f:2.3.4,7.8.9.10.11|. Procedure details: A mixture of 2-iodo- N-(isobutoxycarbonyl)- N-(3-methoxy-5-methylpyrazin-2-yl) benzenesulphonamide (2.0 g), 4-(t-butyldimethylsilyloxy)benzeneboronic acid (1.0 g), prepared by the method described in GB 2276162, tetrakis(triphenylphosphine)palladium(O) (0.25 g), sodium carbonate (0.5 g), dimethoxyethane (10 ml) and water (10 ml) was stirred and heated under reflux for 18 hours. The mixture was allowed to cool and diluted with water (50 ml) and extracted with ethyl acetate (2×50 ml). The combined... The reactants are C(CCCCCCCCCCC)S (dodecanthiol), C(C)(C)C1=C(C(=CC=C1)C(C)C)NS(=O)(=O)CC(=O)NC=1N=NN(N1)CCCCCCCCCCCC (2-(2,6-Diisopropyl-phenylsulfamoyl)-N-(dodecyl-2-H-tetrazol-5-yl)-acetamide), C(C)(C)C1=C(N)C(=CC=C1)C(C)C (2,6-diisopropylaniline), O(C(C)C)C1=C(N)C(=CC(=C1)OC(C)C)OC(C)C (2,4,6-triisopropoxylaniline). Yields the product C(CCCCCCCCCCC)SC(CS(NC1=C(C=C(C=C1OC)OC)OC)(=O)=O)=O ((2,4,6-Trimethoxyphenylsulfamoyl)-thioacetic Acid S-dodecyl Ester). RXN SMILES: C(C1C=CC=C(C(C)C)C=1N[S:14]([CH2:17][C:18](NC1N=NN(CCCCCCCCCCCC)N=1)=[O:19])(=[O:16])=[O:15])(C)C.C(C1C=CC=C(C(C)C)C=1N)(C)C.[O:51]([C:55]1[CH:61]=[C:60]([O:62][CH:63](C)C)[CH:59]=[C:58]([O:66][CH:67](C)C)[C:56]=1[NH2:57])[CH:52](C)C.[CH2:70]([SH:82])[CH2:71][CH2:72][CH2:73][CH2:74][CH2:75][CH2:76][CH2:77][CH2:78][CH2:79][CH2:80][CH3:81]>>[CH2:70]([S:82][C:18](=[O:19])[CH2:17][S:14](=[O:16])(=[O:15])[NH:57][C:56]1[C:58]([O:66][CH3:67])=[CH:59][C:60]([O:62][CH3:63])=[CH:61][C:55]=1[O:51][CH3:52])[CH2:71][CH2:72][CH2:73][CH2:74][CH2:75][CH2:76][CH2:77][CH2:78][CH2:79][CH2:80][CH3:81]. Reported procedure: This compound was prepared in the same manner as for the title compound of Example 2, except that 2,6-diisopropylaniline was replaced with 2,4,6-triisopropoxylaniline and 2-DAT was replaced with dodecanthiol, mp 90°-93° C. The reactants are C1(=CC=CC=C1)P(C1=CC=CC=C1)C1=CC=CC=C1 (Triphenylphosphane), BrC(Br)(Br)Br (tetrabromocarbon), C(C)(C)(C)OC(=O)N1C=C(C2=CC=CC=C12)C=O (3-formyl-indole-1-carboxylic acid-tert-butylester), CCCCCC (hexane). The solvent is C(Cl)Cl (DCM), C(Cl)Cl (DCM). Reaction conditions: temperature 0 celsius, time 1 hour. The product is C(C)(C)(C)OC(=O)N1C=C(C2=CC=CC=C12)C=C(Br)Br (3-(2,2-dibromovinyl)-indole-1-carboxylic acid-tert-butylester). Yield: 95.2%. Reaction SMILES: C1(P(C2C=CC=CC=2)C2C=CC=CC=2)C=CC=CC=1.[Br:20][C:21]([Br:24])(Br)Br.[C:25]([O:29][C:30]([N:32]1[C:40]2[C:35](=[CH:36][CH:37]=[CH:38][CH:39]=2)[C:34]([CH:41]=O)=[CH:33]1)=[O:31])([CH3:28])([CH3:27])[CH3:26].CCCCCC>C(Cl)Cl>[C:25]([O:29][C:30]([N:32]1[C:40]2[C:35](=[CH:36][CH:37]=[CH:38][CH:39]=2)[C:34]([CH:41]=[C:21]([Br:24])[Br:20])=[CH:33]1)=[O:31])([CH3:28])([CH3:27])[CH3:26]. Reported procedure: Triphenylphosphane (17.2 g, 65.5 mmole) was added in portions at 0° C., while stirring and within 60 min to a solution of tetrabromocarbon (10.9 g, 32.7 mmole) in DCM (120 ml) and post-stirred for 1 h at 0° C. 3-formyl-indole-1-carboxylic acid-tert-butylester (4 g, 16.4 mmole) dissolved in DCM (30 ml) was subsequently added dropwise within 30 min and the mixture stirred for 4 h at 0° C. After heating the solution to RT, hexane (300 ml) was added and the mixture stirred for 30 min at RT. The mixt...